This data is from the Open Reaction Database (ORD), a public repository of structured organic reaction records. The task is: describe an organic reaction: reactants, conditions, products, and yield The reactants are CS(=O)C1=NN2C(C=N1)=CC=C2C2=CC(=CC=C2)S(=O)(=O)C (2-Methanesulfinyl-7-(3-methanesulfonyl-phenyl)-pyrrolo[2,1-f][1,2,4]triazine), O=S1(CCN(CC1)CC1=CC=C(C=C1)N)=O (4-(1,1-dioxo-1$1(6)-thiomorpholin-4-ylmethyl)-phenylamine), C(C)(C)N(C(C)C)CC (N,N-diisopropylethylamine). The solvent is COCC(C)O (1-methoxy-2-propanol). Product: O=S1(CCN(CC1)CC1=CC=C(C=C1)NC1=NN2C(C=N1)=CC=C2C2=CC(=CC=C2)S(=O)(=O)C)=O ([4-(1,1-Dioxo-1$1(6)-thiomorpholin-4-ylmethyl)-phenyl]-[7-(3-methanesulfonyl-phenyl)-pyrrolo[2,1-f][1,2,4]triazin-2-yl]-amine). Isolated yield 11.8%. RXN SMILES: CS([C:4]1[N:9]=[CH:8][C:7]2=[CH:10][CH:11]=[C:12]([C:13]3[CH:18]=[CH:17][CH:16]=[C:15]([S:19]([CH3:22])(=[O:21])=[O:20])[CH:14]=3)[N:6]2[N:5]=1)=O.[O:23]=[S:24]1(=[O:38])[CH2:29][CH2:28][N:27]([CH2:30][C:31]2[CH:36]=[CH:35][C:34]([NH2:37])=[CH:33][CH:32]=2)[CH2:26][CH2:25]1.C(N(CC)C(C)C)(C)C>COCC(O)C>[O:38]=[S:24]1(=[O:23])[CH2:25][CH2:26][N:27]([CH2:30][C:31]2[CH:36]=[CH:35][C:34]([NH:37][C:4]3[N:9]=[CH:8][C:7]4=[CH:10][CH:11]=[C:12]([C:13]5[CH:18]=[CH:17][CH:16]=[C:15]([S:19]([CH3:22])(=[O:20])=[O:21])[CH:14]=5)[N:6]4[N:5]=3)=[CH:33][CH:32]=2)[CH2:28][CH2:29]1. Procedure details: 2-Methanesulfinyl-7-(3-methanesulfonyl-phenyl)-pyrrolo[2,1-f][1,2,4]triazine (100 mg, 0.298 mmol), 4-(1,1-dioxo-1$1(6)-thiomorpholin-4-ylmethyl)-phenylamine (158 mg, 0.656 mmol), and N,N-diisopropylethylamine (114 μL, 0.656 mmol) were placed in 1-methoxy-2-propanol (728 μL). The reaction was microwaved on 300 watts, 170° C. for 8 hours. Purification by prep-HPLC using a gradient of 10-70% AcN/water both containing 0.1% TFA as the eluting solvent. The product was then free based to obtain the tit... Reactants: Cl (hydrochloric acid), CS(=O)(=O)OCCCC(C#C)C (4-methyl-5-hexynyl methanesulfonate), FC(CCS(=O)(=O)CC#N)(F)F ((3,3,3-trifluoropropylsulfonyl)acetonitrile), C([O-])([O-])=O.[K+].[K+] (potassium carbonate). Solvent: CS(=O)C (dimethyl sulfoxide). Run at temperature 60 celsius, time 2 day. The product is CC(CCCC(C#N)S(=O)(=O)CCC(F)(F)F)C#C (6-methyl-2-(3,3,3-trifluoropropylsulfonyl)-7-octynenitrile). Yield: 29.0%. Reaction SMILES: CS(O[CH2:6][CH2:7][CH2:8][CH:9]([CH3:12])[C:10]#[CH:11])(=O)=O.[F:13][C:14]([F:24])([F:23])[CH2:15][CH2:16][S:17]([CH2:20][C:21]#[N:22])(=[O:19])=[O:18].C(=O)([O-])[O-].[K+].[K+].Cl>CS(C)=O>[CH3:12][CH:9]([C:10]#[CH:11])[CH2:8][CH2:7][CH2:6][CH:20]([S:17]([CH2:16][CH2:15][C:14]([F:24])([F:13])[F:23])(=[O:19])=[O:18])[C:21]#[N:22] |f:2.3.4|. Reported procedure: To a solution of 1.0 g of 4-methyl-5-hexynyl methanesulfonate and 1.1 g of (3,3,3-trifluoropropylsulfonyl)acetonitrile in 30 ml of dimethyl sulfoxide was added 0.7 g of potassium carbonate at room temperature. The reaction mixture was stirred at 60° C. for 2 days. The reaction mixture was allowed to stand to cool to nearly room temperature. To the reaction mixture was added 10% hydrochloric acid and then extracted with ethyl acetate. The organic layer was washed with a saturated sodium chloride ... Starting materials: C(C)(=O)OCCCCCCOCCC#CC1=CC=C(C=C1)N(C(C(F)(F)F)=O)C (6-((4-(4-(2,2,2-trifluoro-N-methylacetamido)phenyl)but-3-yn-1-yl)oxy)hexyl acetate), [H][H] (hydrogen). Reagents/catalysts: [Pd] (palladium on carbon). The solvent is CO (methanol). The product is C(C)(=O)OCCCCCCOCCCCC1=CC=C(C=C1)N(C(C(F)(F)F)=O)C (6-(4-(4-(2,2,2-trifluoro-N-methylacetamido)phenyl)butoxy)hexyl acetate). Isolated yield 99.1%. RXN SMILES: [C:1]([O:4][CH2:5][CH2:6][CH2:7][CH2:8][CH2:9][CH2:10][O:11][CH2:12][CH2:13][C:14]#[C:15][C:16]1[CH:21]=[CH:20][C:19]([N:22]([CH3:29])[C:23](=[O:28])[C:24]([F:27])([F:26])[F:25])=[CH:18][CH:17]=1)(=[O:3])[CH3:2].[H][H]>CO.[Pd]>[C:1]([O:4][CH2:5][CH2:6][CH2:7][CH2:8][CH2:9][CH2:10][O:11][CH2:12][CH2:13][CH2:14][CH2:15][C:16]1[CH:17]=[CH:18][C:19]([N:22]([CH3:29])[C:23](=[O:28])[C:24]([F:26])([F:25])[F:27])=[CH:20][CH:21]=1)(=[O:3])[CH3:2]. Procedure details: A solution of Intermediate 54 (1.2 g, 2.9 mmol) in methanol was treated with palladium on carbon (10% w/w, 50 mg). Mixture was shaken under 50 psi of hydrogen gas for two hours and then filtered through a pad of Celite diatomaceous earth. The filtrate was concentrated under reduced pressure to provide the title compound as an oil (1.2 g, 100%). ES/MS calcd. for C21H31F3NO4+ 418.2. Found m/z=418.3 (M+H)+. Starting materials: FC(C=1C=C(C=C(C1)C(F)(F)F)C1(CC(=NO1)C1=CC=C(C=2N1C=CN2)C(=O)O)C(F)(F)F)(F)F (5-[5-(3,5-bistrifluoromethylphenyl)-5-trifluoromethyl-4,5-dihydroisoxazol-3-yl]-imidazo[1,2-a]pyridine-8-carboxylic acid), CSCCN (2-methylthioethylamine). The product is CSCCNC(=O)C=1C=2N(C(=CC1)C1=NOC(C1)(C(F)(F)F)C1=CC(=CC(=C1)C(F)(F)F)C(F)(F)F)C=CN2 (5-[5-(3,5-Bistrifluoromethylphenyl)-5-trifluoromethyl-4,5-dihydroisoxazol-3-yl]-imidazo[1,2-a]pyridine-8-carboxylic acid (2-methylthioethyl)-amide), solid. The yield is 23.0%. RXN SMILES: [F:1][C:2]([F:35])([F:34])[C:3]1[CH:4]=[C:5]([C:13]2([C:30]([F:33])([F:32])[F:31])[O:17][N:16]=[C:15]([C:18]3[N:23]4[CH:24]=[CH:25][N:26]=[C:22]4[C:21]([C:27](O)=[O:28])=[CH:20][CH:19]=3)[CH2:14]2)[CH:6]=[C:7]([C:9]([F:12])([F:11])[F:10])[CH:8]=1.[CH3:36][S:37][CH2:38][CH2:39][NH2:40]>>[CH3:36][S:37][CH2:38][CH2:39][NH:40][C:27]([C:21]1[C:22]2[N:23]([CH:24]=[CH:25][N:26]=2)[C:18]([C:15]2[CH2:14][C:13]([C:5]3[CH:6]=[C:7]([C:9]([F:10])([F:11])[F:12])[CH:8]=[C:3]([C:2]([F:35])([F:1])[F:34])[CH:4]=3)([C:30]([F:32])([F:33])[F:31])[O:17][N:16]=2)=[CH:19][CH:20]=1)=[O:28]. Procedure: Using a procedure similar to that described in Example 1, except using 5-[5-(3,5-bistrifluoromethylphenyl)-5-trifluoromethyl-4,5-dihydroisoxazol-3-yl]-imidazo[1,2-a]pyridine-8-carboxylic acid (45 mg) and 2-methylthioethylamine (0.016 mL), the title compound was isolated as an orange-reddish solid (11.9 mg, 23%). MS (ES): M/Z [M+H]=585. 1H NMR (400 MHz, CHLOROFORM-d): 2.22 (s, 3H), 2.85 (t, J=6.8 Hz, 2H), 3.82 (q, J=6.6 Hz, 2H), 4.01 (d, J=17.0 Hz, 1H), 4.44 (d, J=16.8 Hz, 1H), 7.21 (d, J=7.6 Hz,... The solvent is CN(C=O)C (dimethylformamide). RXN SMILES: CC(C)([O-])C.[K+].[CH2:7]([SH:10])[CH2:8][CH3:9].[CH2:11]([N:16]1[CH2:20][C:19]2[CH:21]=[CH:22][CH:23]=[C:24](Cl)[C:18]=2[S:17]1(=[O:27])=[O:26])[CH2:12][CH2:13][CH2:14][CH3:15].O>CN(C)C=O>[CH2:11]([N:16]1[CH2:20][C:19]2[CH:21]=[CH:22][CH:23]=[C:24]([S:10][CH2:7][CH2:8][CH3:9])[C:18]=2[S:17]1(=[O:27])=[O:26])[CH2:12][CH2:13][CH2:14][CH3:15] |f:0.1|. The reactants are CC(C)([O-])C.[K+] (potassium-t-butoxide), C(CC)S (propyl mercaptan), O (water), C(CCCC)N1S(C2=C(C1)C=CC=C2Cl)(=O)=O (2-pentyl-7-chloro-2,3-dihydro-1,2-benzisothiazole-1,1-dioxide). Product: C(CCCC)N1S(C2=C(C1)C=CC=C2SCCC)(=O)=O (2-Pentyl-7-(propylthio)-2,3-dihydro-1,2-benzisothiazole-1,1-dioxide). Procedure details: To a solution of 5.0 g of potassium-t-butoxide in 40 ml of dry dimethylformamide was added 4.0 ml of propyl mercaptan at -5° C. to 0° C. under an inert atmosphere followed by 11.0 g of 2-pentyl-7-chloro-2,3-dihydro-1,2-benzisothiazole-1,1-dioxide. The mixture was stirred at room temperature for 16 hours, poured into water and extracted with n-butyl chloride. The extract was washed with water and brine, dried over MgSO4 and concentrated to give 10.3 g of the title compound as a yellow oil. Conditions: time 16 hour. The reactants are COc1cccc(Nc2c(C(N)=O)cnc3c(C)cc(S(=O)(=O)c4cccc(C(=O)NCCCCCCCCNCC(O[Si](C)(C)C(C)(C)C)c5ccc(O)c6[nH]c(=O)ccc56)c4)cc23)c1, COc1cccc(Nc2c(C(N)=O)cnc3c(C)cc(S(=O)(=O)c4cccc(C(=O)N5CCC(=O)CC5)c4)cc23)c1. Yields the product COc1cccc(Nc2c(C(N)=O)cnc3c(C)cc(S(=O)(=O)c4cccc(C(=O)N5CCC(NCC(O[Si](C)(C)C(C)(C)C)c6ccc(O)c7[nH]c(=O)ccc67)CC5)c4)cc23)c1. Reaction SMILES: [C:1]([CH3:2])([CH3:3])([CH3:4])[Si:5]([O:6][CH:7]([CH2:8][NH:9][CH2:10][CH2:11][CH2:12][CH2:13][CH2:14][CH2:15][CH2:16][CH2:17][NH:18][C:19]([c:20]1[cH:21][c:22]([S:23]([c:24]2[cH:25][c:26]3[c:27]([c:28]([CH3:29])[cH:30]2)[n:31][cH:32][c:33]([C:34]([NH2:35])=[O:36])[c:37]3[NH:38][c:39]2[cH:40][cH:41][cH:42][c:43]([O:44][CH3:45])[cH:46]2)(=[O:47])=[O:48])[cH:49][cH:50][cH:51]1)=[O:52])[c:53]1[c:54]2[cH:55][cH:56][c:57](=[O:64])[nH:58][c:59]2[c:60]([OH:63])[cH:61][cH:62]1)([CH3:65])[CH3:66].[CH3:67][O:68][c:69]1[cH:70][c:71]([NH:75][c:76]2[c:77]([C:105](=[O:106])[NH2:107])[cH:78][n:79][c:80]3[c:81]([CH3:104])[cH:82][c:83]([S:86](=[O:87])(=[O:88])[c:89]4[cH:90][c:91]([C:95](=[O:96])[N:97]5[CH2:98][CH2:99][C:100](=[O:103])[CH2:101][CH2:102]5)[cH:92][cH:93][cH:94]4)[cH:84][c:85]23)[cH:72][cH:73][cH:74]1>>[C:1]([CH3:2])([CH3:3])([CH3:4])[Si:5]([O:6][CH:7]([CH2:8][NH:9][CH:100]1[CH2:99][CH2:98][N:97]([C:95]([c:91]2[cH:90][c:89]([S:86]([c:83]3[cH:82][c:81]([CH3:104])[c:80]4[n:79][cH:78][c:77]([C:105](=[O:106])[NH2:107])[c:76]([NH:75][c:71]5[cH:70][c:69]([O:68][CH3:67])[cH:74][cH:73][cH:72]5)[c:85]4[cH:84]3)(=[O:87])=[O:88])[cH:94][cH:93][cH:92]2)=[O:96])[CH2:102][CH2:101]1)[c:53]1[c:54]2[cH:55][cH:56][c:57](=[O:64])[nH:58][c:59]2[c:60]([OH:63])[cH:61][cH:62]1)([CH3:65])[CH3:66]. Reactants: BrC=1C=CC=C2C=CC(=NC12)C=C (8-bromo-2-vinylquinoline), C[N+]1(CCOCC1)[O-] (4-methylmorpholine N-oxide), CC(=O)C.O (acetone H2O). The reagents and catalysts are O=[Os](=O)(=O)=O (OsO4). Run in ClCCl (dichloromethane). Run at time 2 hour. The product is BrC=1C=CC=C2C=CC(=NC12)C(CO)O (1-(8-bromoquinolin-2-yl)ethane-1,2-diol). Reaction SMILES: [Br:1][C:2]1[CH:3]=[CH:4][CH:5]=[C:6]2[C:11]=1[N:10]=C(C=C)[CH:8]=[CH:7]2.C[N+]1([O-])CC[O:18]CC1.[CH3:22][C:23]([CH3:25])=[O:24].O>ClCCl.O=[Os](=O)(=O)=O>[Br:1][C:2]1[CH:3]=[CH:4][CH:5]=[C:6]2[C:11]=1[N:10]=[C:22]([CH:23]([OH:24])[CH2:25][OH:18])[CH:8]=[CH:7]2 |f:2.3|. Procedure details: To 8-bromo-2-vinylquinoline (0.886 g, 3.78 mmol) in acetone/H2O (8 mL/2 mL) was added 4-methylmorpholine N-oxide (1.06 g, 4.54 mmol) followed by OsO4 (0.5 mL, 2.5% in t-BuOH). The reaction mixture was stirred for two hours at ambient temperature then diluted with dichloromethane. The organic layer was washed with saturated sodium sulfate and brine and concentrated to give crude product.